Dataset: the Open Reaction Database (ORD), a public repository of structured organic reaction records. Task: describe an organic reaction: reactants, conditions, products, and yield The reactants are CCCCCCOc1ccc(-n2cc(C(=O)OCC)cn2)cc1C#N, CC(=O)O, CCO, [Na+], [OH-], O. As a reaction SMILES: [C:1](#[N:2])[c:3]1[cH:4][c:5](-[n:16]2[n:17][cH:18][c:19]([C:21](=[O:22])[O:23][CH2:24][CH3:25])[cH:20]2)[cH:6][cH:7][c:8]1[O:9][CH2:10][CH2:11][CH2:12][CH2:13][CH2:14][CH3:15].[CH3:29][C:30](=[O:31])[OH:32].[CH3:33][CH2:34][OH:35].[Na+:27].[OH-:26].[OH2:28]>>[C:1](#[N:2])[c:3]1[cH:4][c:5](-[n:16]2[n:17][cH:18][c:19]([C:21](=[O:22])[OH:23])[cH:20]2)[cH:6][cH:7][c:8]1[O:9][CH2:10][CH2:11][CH2:12][CH2:13][CH2:14][CH3:15]. Product: CCCCCCOc1ccc(-n2cc(C(=O)O)cn2)cc1C#N. Starting materials: FC1=C(N)C=C(C(=C1)Cl)OC1C(CCC1)C (2-Fluoro-4-chloro-5-(2-methylcyclopentyl)oxyaniline), C1(C2=C(C(=O)O1)CCCC2)=O (3,4,5,6-tetrahydrophthalic anhydride), ice water. Solvent: C(C)(=O)O (acetic acid). Product: FC1=C(C=C(C(=C1)Cl)OC1C(CCC1)C)N1C(C2=C(C1=O)CCCC2)=O (N-{2-fluoro-4-chloro-5-(2-methylcyclopentyl)oxyphenyl}-3,4,5,6-tetrahydrophthalimide). Isolated yield 97.8%. As a reaction SMILES: [F:1][C:2]1[CH:8]=[C:7]([Cl:9])[C:6]([O:10][CH:11]2[CH2:15][CH2:14][CH2:13][CH:12]2[CH3:16])=[CH:5][C:3]=1[NH2:4].[C:17]1(=O)[O:22][C:20](=[O:21])[C:19]2[CH2:23][CH2:24][CH2:25][CH2:26][C:18]1=2>C(O)(=O)C>[F:1][C:2]1[CH:8]=[C:7]([Cl:9])[C:6]([O:10][CH:11]2[CH2:15][CH2:14][CH2:13][CH:12]2[CH3:16])=[CH:5][C:3]=1[N:4]1[C:20](=[O:21])[C:19]2[CH2:23][CH2:24][CH2:25][CH2:26][C:18]=2[C:17]1=[O:22]. Procedure details: 2-Fluoro-4-chloro-5-(2-methylcyclopentyl)oxyaniline (660 mg, 2.71 mmol), 3,4,5,6-tetrahydrophthalic anhydride (503 mg, 3.31 mmol) and acetic acid (10 ml) were charged into a 50 cc round-bottom flask, and heated for 5 hours while refluxing. After completion of the reaction, the reaction solution was cooled to room temperature, and poured into ice-water (100 ml). The mixture was extracted with ethyl acetate (30 ml×3), and the organic layers were combined, washed with water and a saturated aqueous ... The reactants are COC1=CC=C(CN2CC(NC3=C(C2)C=C(C=N3)/C=C/C(=O)N(CC=3N(C2=CC=CC=C2C3)C)C)=O)C=C1 ((E)-3-[4-(4-methoxy-benzyl)-2-oxo-2,3,4,5-tetrahydro-1H-pyrido[2,3-e][1,4]diazepin-7-yl]-N-methyl-N-(1-methyl-1H-indol-2-ylmethyl)acrylamide), ClC(=O)OC(C)Cl (1-chloroethyl chloroformate). Solvent: ClC(C)Cl (dichloroethane), CO (methanol), C(Cl)Cl (CH2Cl2). Conditions: temperature 0 celsius, time 30 minute. The product is Cl.CN(C(\C=C\C1=CC2=C(NC(CNC2)=O)N=C1)=O)CC=1N(C2=CC=CC=C2C1)C ((E)-N-Methyl-N-(1-methyl-1H-indol-2-ylmethyl)-3-(2-oxo-2,3,4,5-tetrahydro-1H-pyrido[2,3-e][1,4]diazepin-7-yl)acrylamide hydrochloride). The yield is 41.9%. As a reaction SMILES: COC1C=CC(C[N:8]2[CH2:14][C:13]3[CH:15]=[C:16](/[CH:19]=[CH:20]/[C:21]([N:23]([CH3:35])[CH2:24][C:25]4[N:26]([CH3:34])[C:27]5[C:32]([CH:33]=4)=[CH:31][CH:30]=[CH:29][CH:28]=5)=[O:22])[CH:17]=[N:18][C:12]=3[NH:11][C:10](=[O:36])[CH2:9]2)=CC=1.[Cl:39]C(OC(Cl)C)=O>ClC(Cl)C.CO.C(Cl)Cl>[ClH:39].[CH3:35][N:23]([CH2:24][C:25]1[N:26]([CH3:34])[C:27]2[C:32]([CH:33]=1)=[CH:31][CH:30]=[CH:29][CH:28]=2)[C:21](=[O:22])/[CH:20]=[CH:19]/[C:16]1[CH:17]=[N:18][C:12]2[NH:11][C:10](=[O:36])[CH2:9][NH:8][CH2:14][C:13]=2[CH:15]=1 |f:5.6|. Procedure: A solution of (E)-3-[4-(4-methoxy-benzyl)-2-oxo-2,3,4,5-tetrahydro-1H-pyrido[2,3-e][1,4]diazepin-7-yl]-N-methyl-N-(1-methyl-1H-indol-2-ylmethyl)acrylamide (2.00 g, 3.92 mmol), from Example 65, in dichloroethane (80 mL) was cooled in an ice bath and treated with 1-chloroethyl chloroformate (0.47 mL, 4.31 mmol). After stirring at 0° C. under N2 for 30 min and then at room temperature for 30 min, the mixture was heated to reflux for 1.5 h. The mixture was allowed to cool and then concentrated to dr...